From a dataset of the Open Reaction Database (ORD), a public repository of structured organic reaction records. describe an organic reaction: reactants, conditions, products, and yield The reactants are O1C(=CC=C1)C(=O)Cl (2-furoyl chloride), COC(=O)C1=CC2=C(C(NS2)=O)C=C1 (3-oxo-1,2-benzisothiazoline-6-carboxylic acid methyl ester), 1,1-dioxide, [Na] (sodium). The solvent is O1CCCC1 (tetrahydrofuran). Yields the product COC(=O)C1=CC2=C(C(N(S2)C(=O)C=2OC=CC2)=O)C=C1 (2-(2-furoyl)-3-oxo-1,2-benzisothiazoline-6-carboxylic acid methyl ester), 1,1-dioxide. RXN SMILES: [O:1]1[CH:5]=[CH:4][CH:3]=[C:2]1[C:6](Cl)=[O:7].[CH3:9][O:10][C:11]([C:13]1[CH:22]=[CH:21][C:16]2[C:17](=[O:20])[NH:18][S:19][C:15]=2[CH:14]=1)=[O:12].[Na]>O1CCCC1>[CH3:9][O:10][C:11]([C:13]1[CH:22]=[CH:21][C:16]2[C:17](=[O:20])[N:18]([C:6]([C:2]3[O:1][CH:5]=[CH:4][CH:3]=3)=[O:7])[S:19][C:15]=2[CH:14]=1)=[O:12] |^1:22|. Reported procedure: A mixture of 2-furoyl chloride (0.1 mole) and 3-oxo-1,2-benzisothiazoline-6-carboxylic acid methyl ester, 1,1-dioxide, sodium salt, from example 3C, above, is refluxed in 100 ml of tetrahydrofuran for 3 hours. The reaction mixture is filtered hot and the filtrate is concentrated to give the product. The product is triturated with ether and air dried to give 2-(2-furoyl)-3-oxo-1,2-benzisothiazoline-6-carboxylic acid methyl ester, 1,1-dioxide.